From a dataset of the Open Reaction Database (ORD), a public repository of structured organic reaction records. describe an organic reaction: reactants, conditions, products, and yield Reactants: C[Si](C)(C)N=C=O, CC(C)O, OCCN1CCNCC1. The product is NC(=O)N1CCN(CCO)CC1. As a reaction SMILES: [CH3:10][Si:11]([CH3:12])([CH3:13])[N:14]=[C:15]=[O:16].[CH:17]([OH:18])([CH3:19])[CH3:20].[OH:1][CH2:2][CH2:3][N:4]1[CH2:5][CH2:6][NH:7][CH2:8][CH2:9]1>>[OH:1][CH2:2][CH2:3][N:4]1[CH2:5][CH2:6][N:7]([C:15]([NH2:14])=[O:16])[CH2:8][CH2:9]1. Starting materials: FC(C1=CC=C(C=C1)B(O)O)(F)F (4-(trifluoromethyl)phenylboronic acid), BrC1=CC=C(C(=O)OC)C=C1 (methyl 4-bromobenzoate), C1(=CC=CC=C1)P(C1=CC=CC=C1)C1=CC=CC=C1 (triphenylphosphine), [F-].[Cs+] (cesium fluoride). Reagents/catalysts: C(C)(=O)[O-].[Pd+2].C(C)(=O)[O-] (palladium acetate). Run in COCCOC (DME), CO (methanol), CC(=O)C (acetone). Yields the product COC(=O)C1=CC=C(C=C1)C1=CC=C(C=C1)C(F)(F)F (4′-trifluoromethyl-biphenyl-4-carboxylic acid methyl ester). Yield: 92.0%. Reaction SMILES: [F:1][C:2]([F:13])([F:12])[C:3]1[CH:8]=[CH:7][C:6](B(O)O)=[CH:5][CH:4]=1.Br[C:15]1[CH:24]=[CH:23][C:18]([C:19]([O:21][CH3:22])=[O:20])=[CH:17][CH:16]=1.C1(P(C2C=CC=CC=2)C2C=CC=CC=2)C=CC=CC=1.[F-].[Cs+]>COCCOC.CO.CC(C)=O.C([O-])(=O)C.[Pd+2].C([O-])(=O)C>[CH3:22][O:21][C:19]([C:18]1[CH:23]=[CH:24][C:15]([C:6]2[CH:7]=[CH:8][C:3]([C:2]([F:13])([F:12])[F:1])=[CH:4][CH:5]=2)=[CH:16][CH:17]=1)=[O:20] |f:3.4,8.9.10|. Reported procedure: Procedure A′: A suspension of 4-(trifluoromethyl)phenylboronic acid (7.3 g, 38.4 mmol), methyl 4-bromobenzoate (7.44 g, 36.4 mmol), triphenylphosphine (1.21 g, 4.6 mmol), cesium fluoride (11.7 g, 76.8 mmol) and palladium acetate (0.26 g, 1.15 mmol) in degassed DME and methanol is heated at reflux for 24 h. The suspension is cooled to room temperature, filtered, and the resulting filtrate concentrated in vacuo to give a dark solid. This material is taken up in acetone and adsorbed on silica gel, ... Reactants: CC=CCC1Cc2ccc(OS(C)(=O)=O)cc2C1=O, CO, ClCCl, O=[O+][O-]. Yields the product CS(=O)(=O)Oc1ccc2c(c1)C(=O)C(CC=O)C2. Reaction SMILES: [CH2:4]([CH:5]=[CH:6][CH3:7])[CH:8]1[C:9](=[O:22])[c:10]2[cH:11][c:12]([O:17][S:18](=[O:19])(=[O:20])[CH3:21])[cH:13][cH:14][c:15]2[CH2:16]1.[CH3:26][OH:27].[Cl:23][CH2:24][Cl:25].[O-:1][O+:2]=[O:3]>>[O:1]=[CH:5][CH2:4][CH:8]1[C:9](=[O:22])[c:10]2[cH:11][c:12]([O:17][S:18](=[O:19])(=[O:20])[CH3:21])[cH:13][cH:14][c:15]2[CH2:16]1.